Dataset: the Open Reaction Database (ORD), a public repository of structured organic reaction records. Task: describe an organic reaction: reactants, conditions, products, and yield Reactants: ClCC1=NC2=CC(=C(C=C2C(=C1C(=O)OCC)C1=CC(=C(C=C1)OC)OC)OC)OC (ethyl 2-chloromethyl-4-(3,4-dimethoxyphenyl)-6,7-dimethoxyquinoline-3-carboxylate), CNC1=NC=CC=C1 (2-(methylamino)pyridine). The solvent is COCCO (2-methoxyethanol). Yields the product COC=1C=C(C=CC1OC)C1=C(C(=NC2=CC(=C(C=C12)OC)OC)CN(C1=NC=CC=C1)C)C(=O)OCC (ethyl 4-(3,4-dimethoxyphenyl)-6,7-dimethoxy-2-[N-methyl-N-(2-pyridyl)aminomethyl]quinoline-3-carboxylate). Isolated yield 8.6%. Reaction SMILES: Cl[CH2:2][C:3]1[C:12]([C:13]([O:15][CH2:16][CH3:17])=[O:14])=[C:11]([C:18]2[CH:23]=[CH:22][C:21]([O:24][CH3:25])=[C:20]([O:26][CH3:27])[CH:19]=2)[C:10]2[C:5](=[CH:6][C:7]([O:30][CH3:31])=[C:8]([O:28][CH3:29])[CH:9]=2)[N:4]=1.[CH3:32][NH:33][C:34]1[CH:39]=[CH:38][CH:37]=[CH:36][N:35]=1>COCCO>[CH3:27][O:26][C:20]1[CH:19]=[C:18]([C:11]2[C:10]3[C:5](=[CH:6][C:7]([O:30][CH3:31])=[C:8]([O:28][CH3:29])[CH:9]=3)[N:4]=[C:3]([CH2:2][N:33]([CH3:32])[C:34]3[CH:39]=[CH:38][CH:37]=[CH:36][N:35]=3)[C:12]=2[C:13]([O:15][CH2:16][CH3:17])=[O:14])[CH:23]=[CH:22][C:21]=1[O:24][CH3:25]. Procedure: A mixture of ethyl 2-chloromethyl-4-(3,4-dimethoxyphenyl)-6,7-dimethoxyquinoline-3-carboxylate (1.0 g), 2-(methylamino)pyridine (0.95 g) and 2-methoxyethanol (30 ml) was stirred under reflux for 17 hours. The reaction mixture was concentrated under reduced pressure. Water was added to the residue, and the resulting mixture was extracted with ethyl acetate. The ethyl acetate layer was washed with water, dried over magnesium sulfate, and concentrated under reduced pressure. The residue was subject... The reactants are C=Cc1cnc(C)c(OCc2ccccc2)c1CCl, CO, Cl, NC(N)=S, [Na+], [OH-], O. Product: C=Cc1cnc(C)c(OCc2ccccc2)c1CS. RXN SMILES: [CH2:8]([c:9]1[cH:10][cH:11][cH:12][cH:13][cH:14]1)[O:15][c:16]1[c:17]([CH3:26])[n:18][cH:19][c:20]([CH:24]=[CH2:25])[c:21]1[CH2:22][Cl:23].[CH3:5][OH:6].[ClH:7].[NH2:1][C:2]([NH2:3])=[S:4].[Na+:28].[OH-:27].[OH2:29]>>[CH2:2]([SH:4])[c:21]1[c:16]([O:15][CH2:8][c:9]2[cH:10][cH:11][cH:12][cH:13][cH:14]2)[c:17]([CH3:26])[n:18][cH:19][c:20]1[CH:24]=[CH2:25]. The reactants are CN(CCNC)C1=CC=NC=C1 (N,N'-Dimethyl-N-(4-pyridyl)-1,2-ethanediamine), FC1=CC=C(C=C1)[N+](=O)[O-] (4-fluoronitrobenzene), C([O-])(O)=O.[Na+] (sodium bicarbonate). Solvent: CN(C=O)C (N,N-dimethylformamide). Run at time 0.5 hour. The product is CN(CCN(C1=CC=NC=C1)C)C1=CC=C(C=C1)[N+](=O)[O-] (N,N'-Dimethyl-N-(4-nitrophenyl)-N'-(4-pyridyl)-1,2-ethanediamine). Reaction SMILES: [CH3:1][N:2]([C:7]1[CH:12]=[CH:11][N:10]=[CH:9][CH:8]=1)[CH2:3][CH2:4][NH:5][CH3:6].F[C:14]1[CH:19]=[CH:18][C:17]([N+:20]([O-:22])=[O:21])=[CH:16][CH:15]=1.C(=O)(O)[O-].[Na+]>CN(C)C=O>[CH3:6][N:5]([C:14]1[CH:19]=[CH:18][C:17]([N+:20]([O-:22])=[O:21])=[CH:16][CH:15]=1)[CH2:4][CH2:3][N:2]([CH3:1])[C:7]1[CH:12]=[CH:11][N:10]=[CH:9][CH:8]=1 |f:2.3|. Procedure details: A mixture of the product of part (i) (0.83 g), 4-fluoronitrobenzene (0.71 g) and sodium bicarbonate (1.0 g) in N,N-dimethylformamide (20 ml) was heated at 100° with stirring for 0.5 hour and then evaporated. The residue was stirred with water (2 ml) and the insoluble material was filtered off, washed with water and dried. The solid was chromatographed on silica gel. Elution with ethyl acetate/methanol (10:1) gave, after combination and evaporation of appropriate fractions, pure product (0.60 g),... Starting materials: CO (methanol), Cl (HCl), [N+](=O)([O-])C=1C=C(C=C(C1)C(=O)NC(CO)CO)NC(=O)C1=CC(=CC(=C1)C(=O)NC(CO)CO)[N+](=O)[O-] (3-Nitro-5-(1,3-dihydroxyprop-2-ylaminocarbonyl)phenylaminocarbonyl-[3'-nitro-5'-(1,3-dihydroxyprop-2-ylaminocarbonyl)benzene]). The reagents and catalysts are [Pd] (Pd/C). Solvent: O (water). The product is Cl.Cl.NC=1C=C(C=C(C1)C(=O)NC(CO)CO)NC(=O)C1=CC(=CC(=C1)C(=O)NC(CO)CO)N (3-Amino-5-(1,3-dihydroxyprop-2-ylaminocarbonyl)phenylaminocarbonyl-[3'-amino-5'-(1,3-dihydroxyprop-2-ylaminocarbonyl)benzene]dihydrochloride). Reaction SMILES: [N+:1]([C:4]1[CH:5]=[C:6]([NH:18][C:19]([C:21]2[CH:26]=[C:25]([C:27]([NH:29][CH:30]([CH2:33][OH:34])[CH2:31][OH:32])=[O:28])[CH:24]=[C:23]([N+:35]([O-])=O)[CH:22]=2)=[O:20])[CH:7]=[C:8]([C:10]([NH:12][CH:13]([CH2:16][OH:17])[CH2:14][OH:15])=[O:11])[CH:9]=1)([O-])=O.CO.[ClH:40]>[Pd].O>[ClH:40].[ClH:40].[NH2:1][C:4]1[CH:5]=[C:6]([NH:18][C:19]([C:21]2[CH:26]=[C:25]([C:27]([NH:29][CH:30]([CH2:33][OH:34])[CH2:31][OH:32])=[O:28])[CH:24]=[C:23]([NH2:35])[CH:22]=2)=[O:20])[CH:7]=[C:8]([C:10]([NH:12][CH:13]([CH2:14][OH:15])[CH2:16][OH:17])=[O:11])[CH:9]=1 |f:5.6.7|. Procedure details: 3-Nitro-5-(1,3-dihydroxyprop-2-ylaminocarbonyl)phenylaminocarbonyl-[3'-nitro-5'-(1,3-dihydroxyprop-2-ylaminocarbonyl)benzene] (1.03 g, 1.98 mmol) was hydrogenated in a solution containing methanol (40 ml), concentrated HCl (2 ml), water (2 ml) and a Pd/C catalyst (10%, 0.2 g) at 60 psi. The catalyst was filtered off and the solvent was evaporated. Water (150 ml) was then added and the solution was lyophilized. Yield: 0.98 g (93%).